From a dataset of the Open Reaction Database (ORD), a public repository of structured organic reaction records. describe an organic reaction: reactants, conditions, products, and yield Reactants: BrC1=C(C(=CC=C1)[C@H](CCCCCC)OC)OC ((S)-1-bromo-2-methyloxy-3-(1-methyloxyheptyl)benzene), isopropyl magnesium chloride THF, CON(C(CCl)=O)C (N-methyloxy-N-methyl-2-chloroacetamide). The solvent is C1CCOC1 (THF). Reaction conditions: temperature 45 celsius, time 3 hour. Product: ClCC(=O)C1=C(C(=CC=C1)[C@H](CCCCCC)OC)OC ((S)-2-chloro-1-(2-methyloxy-3-(1-methyloxyheptyl)phenyl)ethanone). RXN SMILES: Br[C:2]1[CH:7]=[CH:6][CH:5]=[C:4]([C@@H:8]([O:15][CH3:16])[CH2:9][CH2:10][CH2:11][CH2:12][CH2:13][CH3:14])[C:3]=1[O:17][CH3:18].CON(C)[C:22](=[O:25])[CH2:23][Cl:24]>C1COCC1>[Cl:24][CH2:23][C:22]([C:2]1[CH:7]=[CH:6][CH:5]=[C:4]([C@@H:8]([O:15][CH3:16])[CH2:9][CH2:10][CH2:11][CH2:12][CH2:13][CH3:14])[C:3]=1[O:17][CH3:18])=[O:25]. Procedure: To a THF solution of (S)-1-bromo-2-methyloxy-3-(1-methyloxyheptyl)benzene (9, 12.5 g) obtained in the second step was added dropwise a 2M isopropyl magnesium chloride THF solution (44 mL) under ice-cooling. After the reaction solution was stirred at 45° C. for 3 hours, N-methyloxy-N-methyl-2-chloroacetamide (10, 3.5 g) was added under ice-cooling, and the mixture was stirred at room temperature for 1 hour. The reaction solution was extracted with ethyl acetate, and purified by silica gel chromat...